Task: describe an organic reaction: reactants, conditions, products, and yield. Dataset: the Open Reaction Database (ORD), a public repository of structured organic reaction records Starting materials: CCN(C(C)C)C(C)C, COCCl, ClCCl, O=C1CCc2c(O)cccc21. Yields the product COCOc1cccc2c1CCC2=O. As a reaction SMILES: [CH2:12]([N:13]([CH:14]([CH3:15])[CH3:16])[CH:17]([CH3:18])[CH3:19])[CH3:20].[CH3:21][O:22][CH2:23][Cl:24].[Cl:25][CH2:26][Cl:27].[OH:1][c:2]1[c:3]2[c:7]([cH:8][cH:9][cH:10]1)[C:6](=[O:11])[CH2:5][CH2:4]2>>[O:1]([c:2]1[c:3]2[c:7]([cH:8][cH:9][cH:10]1)[C:6](=[O:11])[CH2:5][CH2:4]2)[CH2:23][O:22][CH3:21]. Reactants: N1=CC=CC=2CC=3C(=CC12)C=NC3 (pyrrolo[3,4-g]quinoline), ( 7a ), 7-dimethylaminomethylene-6-oxo-trans-quinoline, C(C)(=O)OC(C)=O (acetic anhydride), NCC(=O)[O-].[K+] (potassium glycinate), ( 1 ), ( 2 ), ( 7b ). Yields the product C(C)(=O)C1=NC=2C=C3C(CC2C=C1)=CN=C3 (2-acetylpyrrolo[3,4-g]quinoline). RXN SMILES: [N:1]1[C:10]2[CH:9]=[C:8]3[CH:11]=[N:12][CH:13]=[C:7]3[CH2:6][C:5]=2[CH:4]=[CH:3][CH:2]=1.N[CH2:15][C:16]([O-])=[O:17].[K+].C(OC(=O)C)(=O)C>>[C:16]([C:2]1[CH:3]=[CH:4][C:5]2[CH2:6][C:7]3=[CH:13][N:12]=[CH:11][C:8]3=[CH:9][C:10]=2[N:1]=1)(=[O:17])[CH3:15] |f:1.2|. Reported procedure: The pyrrolo[3,4-g]quinoline derivatives of formula (1) and (2) are prepared by reacting a 7-dimethylaminomethylene-6-oxo-trans-quinoline derivative of formula (7a) or (7b) with potassium glycinate, followed by treatment of the thus formed intermediate product with acetic anhydride. This yields a 2-acetylpyrrolo[3,4-g]quinoline compound. The acetyl group is removed by basic hydrolysis, for example using sodium ethoxide in ethanol. Preparation of the pyrrolo3,4-g]-quinolines of formula (1) is illu...